This data is from the Open Reaction Database (ORD), a public repository of structured organic reaction records. The task is: describe an organic reaction: reactants, conditions, products, and yield Starting materials: C1(CCC=CCCC1)C(=O)O (cyclooct-4-ene carboxylic acid), reagent-grade, CC(=O)C (acetone), C(=O)([O-])[O-].[K+].[K+] (K2CO3), CI (methyl iodide). Run in O (water). Reaction conditions: time 8 hour. Product: C1(CCC=CCCC1)C(=O)OC (methyl cyclooct-4-ene carboxylate). Reaction SMILES: [CH:1]1([C:9]([OH:11])=[O:10])[CH2:8][CH2:7][CH2:6][CH:5]=[CH:4][CH2:3][CH2:2]1.[CH3:12]C(C)=O.C([O-])([O-])=O.[K+].[K+].CI>O>[CH:1]1([C:9]([O:11][CH3:12])=[O:10])[CH2:2][CH2:3][CH2:4][CH:5]=[CH:6][CH2:7][CH2:8]1 |f:2.3.4|. Procedure: A 50 mL, 3-neck round bottom flask was charged with cyclooct-4-ene carboxylic acid (0.517 g, 3.35 mmol, prepared as described below in Example 35) and 30 mL reagent-grade acetone and vigorously stirred for several minutes. K2CO3 (1.15 g, 8.32 mmol) was then added, followed by an excess of methyl iodide (4 mL). A reflux condenser (water temperature 5° C.) was then fitted to the flask and the reaction was gently refluxed overnight. The mixture was filtered, the filtrate was concentrated using a ro... The reactants are NC1=NC(=C(C(=N1)C=1OC=CC1)C#N)S(=O)C (2-amino-4-furan-2-yl-6-methanesulfinyl-pyrimidine-5-carbonitrile), C(C)(C)NCCN (N-isopropylethylenediamine), H-iPrNH2. Solvent: COCCOC (DME). The product is NC1=NC(=C(C(=N1)C=1OC=CC1)C#N)NCCNC(C)C (2-Amino-4-furan-2-yl-6-(2-isopropylamino-ethylamino)-pyrimidine-5-carbonitrile). As a reaction SMILES: [NH2:1][C:2]1[N:7]=[C:6]([C:8]2[O:9][CH:10]=[CH:11][CH:12]=2)[C:5]([C:13]#[N:14])=[C:4](S(C)=O)[N:3]=1.[CH:18]([NH:21][CH2:22][CH2:23][NH2:24])([CH3:20])[CH3:19]>COCCOC>[NH2:1][C:2]1[N:7]=[C:6]([C:8]2[O:9][CH:10]=[CH:11][CH:12]=2)[C:5]([C:13]#[N:14])=[C:4]([NH:24][CH2:23][CH2:22][NH:21][CH:18]([CH3:20])[CH3:19])[N:3]=1. Procedure: From 2-amino-4-furan-2-yl-6-methanesulfinyl-pyrimidine-5-carbonitrile and N-isopropylethylenediamine in DME. ES-MS m/e (%): 287 (M+H+, 100), 228 ([M+H-iPrNH2]+, 40).